This data is from the Open Reaction Database (ORD), a public repository of structured organic reaction records. The task is: describe an organic reaction: reactants, conditions, products, and yield Starting materials: C(C1=CC=CC=C1)N1C(CC(C1)C(C)=NO)=O (1-benzyl-4-(1-hydroxyiminoethyl)-2-pyrrolidone), [H-].[Al+3].[Li+].[H-].[H-].[H-] (lithium aluminum hydride). Run in O1CCCC1 (tetrahydrofuran). Yields the product NC(C)C1CN(CC1)CC1=CC=CC=C1 (3-(1-Aminoethyl)-1-benzylpyrrolidine). The yield is 102.7%. RXN SMILES: [CH2:1]([N:8]1[CH2:12][CH:11]([C:13](=[N:15]O)[CH3:14])[CH2:10][C:9]1=O)[C:2]1[CH:7]=[CH:6][CH:5]=[CH:4][CH:3]=1.[H-].[Al+3].[Li+].[H-].[H-].[H-]>O1CCCC1>[NH2:15][CH:13]([CH:11]1[CH2:10][CH2:9][N:8]([CH2:1][C:2]2[CH:3]=[CH:4][CH:5]=[CH:6][CH:7]=2)[CH2:12]1)[CH3:14] |f:1.2.3.4.5.6|. Procedure details: 30 ml of anhydrous tetrahydrofuran (THF) was added to 650 mg of 1-benzyl-4-(1-hydroxyiminoethyl)-2-pyrrolidone and 500 mg of lithium aluminum hydride and the obtained mixture was refluxed for 20 h. After the decomposition of lithium aluminum hydride, the precipitate was filtered and washed thoroughly with THF. The wash solution was added to the filtrate. The solvent was distilled off under reduced pressure to obtain 587 mg of the desired compound in the form of a light yellow oil. Conditions: time 1 hour. Starting materials: [N+](=O)([O-])C1=CC=C2CCCC(C2=C1)C(C(=O)N(CC1=CC=CC=C1)F)(F)F (2-(7-nitro-(1,2,3,4-tetrahydronaphthyl))-N-(phenylmethyl)trifluoroacetamide). Yields the product NC1=CC=C2CCCC(C2=C1)C(C(=O)N(CC1=CC=CC=C1)F)(F)F (2-(7-amino-(1,2,3,4-tetrahydronaphthyl))-N-(phenylmethyl)trifluoroacetamide). Solvent: C1CCOC1.CO (THF MeOH). Procedure details: To a stirred solution of 2-(7-nitro-(1,2,3,4-tetrahydronaphthyl))-N-(phenylmethyl)trifluoroacetamide (2.55 g, 6.75 mmol) in THF/MeOH (100 ml, 1:1) was added a catalytic amount of 10% Pd/C. The mixture was hydrogenated at 50 psi for 1 hr, filtered through celite, and concentrated to give 2-(7-amino-(1,2,3,4-tetrahydronaphthyl))-N-(phenylmethyl)trifluoroacetamide which was homogeneous by TLC and used immediately in the next step. The reagents and catalysts are [Pd] (Pd/C). As a reaction SMILES: [N+:1]([C:4]1[CH:13]=[C:12]2[C:7]([CH2:8][CH2:9][CH2:10][CH:11]2[C:14]([F:27])([F:26])[C:15]([N:17]([F:25])[CH2:18][C:19]2[CH:24]=[CH:23][CH:22]=[CH:21][CH:20]=2)=[O:16])=[CH:6][CH:5]=1)([O-])=O>C1COCC1.CO.[Pd]>[NH2:1][C:4]1[CH:13]=[C:12]2[C:7]([CH2:8][CH2:9][CH2:10][CH:11]2[C:14]([F:27])([F:26])[C:15]([N:17]([F:25])[CH2:18][C:19]2[CH:20]=[CH:21][CH:22]=[CH:23][CH:24]=2)=[O:16])=[CH:6][CH:5]=1 |f:1.2|. Reaction SMILES: [BrH:33].[CH3:1][O:2][c:3]1[cH:4][cH:5][c:6](-[c:9]2[cH:10][c:11]3[cH:12][cH:13][c:14]([C:19](=[O:20])[OH:21])[cH:15][c:16]3[cH:17][cH:18]2)[cH:7][cH:8]1.[CH3:22][C:23](=[O:24])[OH:25].[CH3:26][C:27]([O:28][C:29](=[O:30])[CH3:31])=[O:32].[OH2:34]>>[OH:2][c:3]1[cH:4][cH:5][c:6](-[c:9]2[cH:10][c:11]3[cH:12][cH:13][c:14]([C:19](=[O:20])[OH:21])[cH:15][c:16]3[cH:17][cH:18]2)[cH:7][cH:8]1. Reactants: Br, COc1ccc(-c2ccc3cc(C(=O)O)ccc3c2)cc1, CC(=O)O, CC(=O)OC(C)=O, O. Yields the product O=C(O)c1ccc2cc(-c3ccc(O)cc3)ccc2c1. Starting materials: O=C[C@H](O)[C@@H](O)[C@@H](O)CO (L-arabinose), O=C[C@H](O)[C@@H](O)[C@@H](O)CO (L-arabinose). Solvent: C(C)O (ethanol). Yields the product O=C[C@@H](O)[C@H](O)[C@H](O)CO (arabinose). Reaction SMILES: [O:1]=[CH:2][C@@H:3]([C@H:5]([C@H:7]([CH2:9][OH:10])[OH:8])[OH:6])[OH:4]>C(O)C>[O:1]=[CH:2][C@H:3]([C@@H:5]([C@@H:7]([CH2:9][OH:10])[OH:8])[OH:6])[OH:4]. Procedure: FIG. 5A shows that strain IMS0002 is capable of fermenting 20 gl−1 L-arabinose to ethanol during an anaerobic batch fermentation of approximately 70 hours. The specific growth rate under anaerobic conditions with L-arabinose as sole carbon source was 0.05±0.001 h−1. Taking into account the ethanol evaporation during the batch fermentation, the ethanol yield from 20 gl−1 arabinose was 0.43±0.003 g g−1. Without evaporation correction the ethanol yield was 0.35±0.01 g g−1 of arabinose. No formation... Starting materials: [H-].[Al+3].[Li+].[H-].[H-].[H-] (lithium aluminium hydride), ClC=1C=C(C=CC1Cl)C1CC(N1)=O (4-(3,4-dichlorophenyl)azetidin-2-one), [Cl-].[NH4+] (ammonium chloride). Run in C(C)OCC (Diethyl ether), C(C)OCC (diethyl ether). Product: ClC=1C=C(C=CC1Cl)C1NCC1 (2-(3,4-Dichlorophenyl)azetidine). Yield: 47.3%. Reaction SMILES: [H-].[Al+3].[Li+].[H-].[H-].[H-].[Cl:7][C:8]1[CH:9]=[C:10]([CH:15]2[NH:18][C:17](=O)[CH2:16]2)[CH:11]=[CH:12][C:13]=1[Cl:14].[Cl-].[NH4+]>C(OCC)C>[Cl:7][C:8]1[CH:9]=[C:10]([CH:15]2[CH2:16][CH2:17][NH:18]2)[CH:11]=[CH:12][C:13]=1[Cl:14] |f:0.1.2.3.4.5,7.8|. Reported procedure: To lithium aluminium hydride (0.63 g, 16.5 mmol) in diethyl ether (12 ml) was added 4-(3,4-dichlorophenyl)azetidin-2-one (1 g, 4.6 mmol). The mixture was refluxed under argon for 4 h then cooled and 20% aqueous ammonium chloride solution (3 ml) added. Diethyl ether (30 ml) was added and the mixture filtered, and the insoluble material washed with more diethyl ether (20 ml). The combined filtrates were dried (Na2SO4) and evaporated under reduced pressure to give a yellow oil, (0.76 g). A portion ... Starting materials: O=C(O)c1cc(-c2ccc(Cl)cc2)c(OCC2CC2)nc1C(F)(F)F, NC1CCCCC1O. Yields the product O=C(NC1CCCCC1O)c1cc(-c2ccc(Cl)cc2)c(OCC2CC2)nc1C(F)(F)F. RXN SMILES: [Cl:1][c:2]1[cH:3][cH:4][c:5](-[c:8]2[c:9]([O:21][CH2:22][CH:23]3[CH2:24][CH2:25]3)[n:10][c:11]([C:17]([F:18])([F:19])[F:20])[c:12]([C:13](=[O:14])[OH:15])[cH:16]2)[cH:6][cH:7]1.[NH2:26][CH:27]1[CH:28]([OH:33])[CH2:29][CH2:30][CH2:31][CH2:32]1>>[Cl:1][c:2]1[cH:3][cH:4][c:5](-[c:8]2[c:9]([O:21][CH2:22][CH:23]3[CH2:24][CH2:25]3)[n:10][c:11]([C:17]([F:18])([F:19])[F:20])[c:12]([C:13](=[O:15])[NH:26][CH:27]3[CH:28]([OH:33])[CH2:29][CH2:30][CH2:31][CH2:32]3)[cH:16]2)[cH:6][cH:7]1. The reactants are N12C(CC(CC1)CC2)C#N (1-azabicyclo[2.2.2]octane-2-carbonitrile), C(C(O)C(O)C(=O)O)(=O)O ((+)-tartaric acid). Solvent: CO (methanol), CO (methanol). Conditions: time 90 minute. Product: C(=O)([O-])C(O)C(O)C(=O)[O-] ((+)-tartrate), N12[C@@H](CC(CC1)CC2)C#N ((2S)-1-azabicyclo[2.2.2]octane-2-carbonitrile). Isolated yield 15.0%. RXN SMILES: [N:1]12[CH2:8][CH2:7][CH:4]([CH2:5][CH2:6]1)[CH2:3][CH:2]2[C:9]#[N:10].[C:11]([OH:20])(=[O:19])[CH:12]([CH:14]([C:16]([OH:18])=[O:17])[OH:15])[OH:13]>CO>[C:16]([CH:14]([CH:12]([C:11]([O-:20])=[O:19])[OH:13])[OH:15])([O-:18])=[O:17].[N:1]12[CH2:8][CH2:7][CH:4]([CH2:5][CH2:6]1)[CH2:3][C@H:2]2[C:9]#[N:10]. Reported procedure: In the same manner as in a document (Mi, Y.; Corey, E. J. Tetrahedron Lett. 2006, 47, 2515-2516), optical resolution by a diastereomer salt method was performed to synthesis the title compound. That is, to a solution of 1-azabicyclo[2.2.2]octane-2-carbonitrile (20.0 g) produced in Example 164, step E, in methanol (100 mL) was slowly added a solution of (+)-tartaric acid (22.0 g) in methanol (100 mL) at 0° C. The reaction system was stirred for 90 min, and concentrated, and the obtained solid was...